From a dataset of the Open Reaction Database (ORD), a public repository of structured organic reaction records. describe an organic reaction: reactants, conditions, products, and yield Reactants: CS(=O)(=O)C=1C=CC(=CC1)[C@H]([C@@H](CF)NC(=O)C(Cl)Cl)O (florfenicol), S(O)(O)(=O)=O (sulfuric acid), [OH-].[Na+] (sodium hydroxide). Yield: 100.0%. Procedure: A solution of florfenicol (0.090 g, 0.25 mmol) in acetic acid (3.0 mL) was treated with sulfuric acid (10%, 15 mL) and heated to 110° C. for 12 h. The reaction mixture was cooled to room temperature, treated with 10 M aqueous sodium hydroxide to adjust the pH to 14, extracted with dichloromethane (3×30 mL), dried (Na2SO4), and evaporated to provide florfenicol amine 60 (65 mg, 0.25 mmol) as a yellow oil. Run at temperature 110 celsius. The product is CS(=O)(=O)C1=CC=C(C=C1)[C@H]([C@@H](CF)N)O (florfenicol amine). Solvent: C(C)(=O)O (acetic acid). RXN SMILES: [CH3:1][S:2]([C:5]1[CH:6]=[CH:7][C:8]([C@@H:11]([OH:21])[C@H:12]([NH:15]C(C(Cl)Cl)=O)[CH2:13][F:14])=[CH:9][CH:10]=1)(=[O:4])=[O:3].S(=O)(=O)(O)O.[OH-].[Na+]>C(O)(=O)C>[CH3:1][S:2]([C:5]1[CH:10]=[CH:9][C:8]([C@@H:11]([OH:21])[C@H:12]([NH2:15])[CH2:13][F:14])=[CH:7][CH:6]=1)(=[O:4])=[O:3] |f:2.3|. The reactants are C1(=CC=CC=C1)PC1=CC=CC=C1 (diphenylphosphine), CO (methanol), [K] (potassium), FC1=C(C=CC=C1)C(N)C(=O)[O-].[Na+] (sodium 2-(2-fluorophenyl)glycinate). The solvent is COCCOC (1,2-dimethoxyethane), Cl (hydrochloric acid). Conditions: temperature 80 celsius. Yields the product C1(=CC=CC=C1)P(C(N)(C(=O)O)C1=CC=CC=C1)C1=CC=CC=C1 (2-diphenylphosphino-α-phenylglycine). Reaction SMILES: [C:1]1([PH:7][C:8]2[CH:13]=[CH:12][CH:11]=[CH:10][CH:9]=2)[CH:6]=[CH:5][CH:4]=[CH:3][CH:2]=1.[K].F[C:16]1[CH:21]=[CH:20][CH:19]=[CH:18][C:17]=1[CH:22]([C:24]([O-:26])=[O:25])[NH2:23].[Na+].CO>COCCOC.Cl>[C:8]1([P:7]([C:1]2[CH:2]=[CH:3][CH:4]=[CH:5][CH:6]=2)[C:22]([C:17]2[CH:18]=[CH:19][CH:20]=[CH:21][CH:16]=2)([C:24]([OH:26])=[O:25])[NH2:23])[CH:9]=[CH:10][CH:11]=[CH:12][CH:13]=1 |f:2.3,^1:13|. Reported procedure: A solution of 3.07 g (16.5 mmol) of diphenylphosphine in 60 ml of 1,2-dimethoxyethane was admixed with 0.64 g (16.5 mmol) of potassium. After the metallation reaction was complete, 3.0 g (15.7 mmol) of sodium 2-(2-fluorophenyl)glycinate were added and the reaction mixture was heated at 80° C. for 3 hours. Subsequently, 10 ml of methanol were added and the volatile constituents were removed at 80° C. at a pressure of 10−2 bar. The residue obtained was suspended in 500 ml of dilute aqueous hydroch... Reactants: CC(N)(CNC(CC(C)C)=O)C (2,2,7,7 -tetramethyl-1,4-diazaheptan-5-one), C(C(C)C)OC(=O)Cl (isobutylchloroformate). The solvent is C1(=CC=CC=C1)C (toluene). Product: C(C(C)C)OC(=O)N(CC(N)(C)C)C(CC(C)C)=O (4-isobutoxycarbonyl-2,2,7,7-tetramethyl-1,4-diazaheptan-5-one). Reaction SMILES: [CH3:1][C:2]([CH3:12])([CH2:4][NH:5][C:6](=[O:11])[CH2:7][CH:8]([CH3:10])[CH3:9])[NH2:3].[CH2:13]([O:17][C:18](Cl)=[O:19])[CH:14]([CH3:16])[CH3:15]>C1(C)C=CC=CC=1>[CH2:13]([O:17][C:18]([N:5]([C:6](=[O:11])[CH2:7][CH:8]([CH3:9])[CH3:10])[CH2:4][C:2]([CH3:1])([CH3:12])[NH2:3])=[O:19])[CH:14]([CH3:16])[CH3:15]. Procedure: Using the same conditions as in Example 7, 5.1 parts of 2,2,7,7 -tetramethyl-1,4-diazaheptan-5-one, 30 parts of isobutylchloroformate and 150 parts of anhydrous toluene afforded 4-isobutoxycarbonyl-2,2,7,7-tetramethyl-1,4-diazaheptan-5-one of boiling point 134°C at 0.8mm pressure. The hydrochloric acid salt of this material showed a melting point of 179° -181°C and gave the following elemental analysis by weight: